This data is from the Open Reaction Database (ORD), a public repository of structured organic reaction records. The task is: describe an organic reaction: reactants, conditions, products, and yield Starting materials: BrC1=CC(=C(O1)C)CO ((5-bromo-2-methylfuran-3-yl)methanol). The reagents and catalysts are [O-2].[O-2].[Mn+4] (manganese dioxide). Solvent: O1CCCC1 (tetrahydrofuran). Reaction conditions: temperature 40 celsius, time 2 day. Product: BrC1=CC(=C(O1)C)C=O (5-bromo-2-methylfuran-3-carbaldehyde). The yield is 51.5%. As a reaction SMILES: [Br:1][C:2]1[O:6][C:5]([CH3:7])=[C:4]([CH2:8][OH:9])[CH:3]=1>O1CCCC1.[O-2].[O-2].[Mn+4]>[Br:1][C:2]1[O:6][C:5]([CH3:7])=[C:4]([CH:8]=[O:9])[CH:3]=1 |f:2.3.4|. Procedure: A solution of methyl 5-bromo-2-methyl-3-furancarboxylate (Example 49 (1)) (7.5 g) in tetrahydrofuran (30 mL) was added dropwise to a suspension of lithium aluminum hydride (1.9 g) in tetrahydrofuran (30 mL) at 0° C. and, after the completion of the dropwise addition, the mixture was stirred at 0° C. for 30 min. The reaction mixture was treated with 1N hydrochloric acid, poured into water, and the mixture was extracted with ethyl acetate. The organic layer was washed with saturated brine, and dri... The reactants are CCN(C(C)C)C(C)C (DIEA), N1[C@@H](CC1)C(=O)O ((S)-Azetidine-2-carboxylic acid), ClC(=O)OCC1=CC=CC=C1 (benzyl chloroformate). Solvent: CN(C)C=O (DMF). Conditions: temperature 0 celsius. The product is C(C1=CC=CC=C1)OC(=O)N1[C@@H](CC1)C(=O)O ((S)-Azetidine-1,2-dicarboxylic acid 1-benzyl ester). RXN SMILES: [NH:1]1[CH2:4][CH2:3][C@H:2]1[C:5]([OH:7])=[O:6].CCN(C(C)C)C(C)C.Cl[C:18]([O:20][CH2:21][C:22]1[CH:27]=[CH:26][CH:25]=[CH:24][CH:23]=1)=[O:19]>CN(C=O)C>[CH2:21]([O:20][C:18]([N:1]1[CH2:4][CH2:3][C@H:2]1[C:5]([OH:7])=[O:6])=[O:19])[C:22]1[CH:27]=[CH:26][CH:25]=[CH:24][CH:23]=1. Procedure details: (S)-Azetidine-2-carboxylic acid (250.4 mg, 2.5 mmol) was dissolved in DMF (15 mL) and distilled water (6 mL). The solution was cooled to 0° C., and DIEA (645 μL, 3.7 mmol) was added followed by benzyl chloroformate (530 μL, 3.7 mmol). The reaction was stirred at 0° C. and allowed to warm to ambient temperature overnight. The reaction was filtered and purified by reverse phase HPLC to give the desired product. Reactants: COCCOC=1C(=C(C(=O)O)C=CC1S(=O)(=O)C)C (3-(2-methoxyethoxy)-2-methyl-4-(methylsulfonyl)benzoic acid), C(C(=O)Cl)(=O)Cl (oxalyl chloride), CN(C)C=O (DMF), Cl.OC1=CC=NN1C (5-hydroxy-1-methylpyrazole hydrochloride), N,N-dimethylaminopyridine. Solvent: C(Cl)(Cl)Cl (chloroform), C(C)N(CC)CC (triethylamine), C(C)(=O)OCC (ethyl acetate). Reaction conditions: time 30 minute. Yields the product COCCOC=1C(=C(C=CC1S(=O)(=O)C)C(=O)C=1C=NN(C1O)C)C (5-hydroxy-1-methylpyrazol-4-yl 3-(2-methoxyethoxy)-2-methyl-4-(methylsulfonyl)phenyl ketone). As a reaction SMILES: [CH3:1][O:2][CH2:3][CH2:4][O:5][C:6]1[C:7]([CH3:19])=[C:8]([CH:12]=[CH:13][C:14]=1[S:15]([CH3:18])(=[O:17])=[O:16])[C:9]([OH:11])=O.C(Cl)(=O)C(Cl)=O.CN(C=O)C.Cl.[OH:32][C:33]1[N:37]([CH3:38])[N:36]=[CH:35][CH:34]=1>C(Cl)(Cl)Cl.C(OCC)(=O)C.C(N(CC)CC)C>[CH3:1][O:2][CH2:3][CH2:4][O:5][C:6]1[C:7]([CH3:19])=[C:8]([C:9]([C:34]2[CH:35]=[N:36][N:37]([CH3:38])[C:33]=2[OH:32])=[O:11])[CH:12]=[CH:13][C:14]=1[S:15]([CH3:18])(=[O:17])=[O:16] |f:3.4|. Procedure details: To a solution of 3-(2-methoxyethoxy)-2-methyl-4-(methylsulfonyl)benzoic acid (195 mg, 6.76 mmol) in chloroform (15 mL) were added oxalyl chloride (0.5 mL) and DMF in a catalytic amount. The reaction mixture was stirred for 30 minutes at room temperature, and the solvent was distilled off under reduced pressure. The residue was dissolved in anhydrous THF (20 mL), and 5-hydroxy-1-methylpyrazole hydrochloride (136 mg, 1.01 mmol), triethylamine (136 mg) and N,N-dimethylaminopyridine (250 mg) were ad...